From a dataset of the Open Reaction Database (ORD), a public repository of structured organic reaction records. describe an organic reaction: reactants, conditions, products, and yield The reactants are O=[Ag-], ClC(Cl)Cl, CI, COC(=O)c1cc(CO)cc(-n2cccc2)c1. The product is COCc1cc(C(=O)OC)cc(-n2cccc2)c1. RXN SMILES: [Ag-:24]=[O:25].[CH:20]([Cl:21])([Cl:22])[Cl:23].[I:18][CH3:19].[OH:1][CH2:2][c:3]1[cH:4][c:5]([C:6](=[O:7])[O:8][CH3:9])[cH:10][c:11](-[n:13]2[cH:14][cH:15][cH:16][cH:17]2)[cH:12]1>>[O:1]([CH2:2][c:3]1[cH:4][c:5]([C:6](=[O:7])[O:8][CH3:9])[cH:10][c:11](-[n:13]2[cH:14][cH:15][cH:16][cH:17]2)[cH:12]1)[CH3:19]. Starting materials: COC(C(C)C=1N=C(SC1C)C1=CC=C(C=C1)Cl)=O (methyl-2-(5-methyl-2-(4-chlorophenyl)thiazol-4-yl)propionate), C1CC(=O)N(C1=O)Br (NBS). Yields the product COC(C(C)C=1N=C(SC1CBr)C1=CC=C(C=C1)Cl)=O (Methyl-2-[5-bromomethyl-2-(4-chlorophenyl)thiazol-4-yl]propionate). As a reaction SMILES: [CH3:1][O:2][C:3](=[O:19])[CH:4]([C:6]1[N:7]=[C:8]([C:12]2[CH:17]=[CH:16][C:15]([Cl:18])=[CH:14][CH:13]=2)[S:9][C:10]=1[CH3:11])[CH3:5].C1C(=O)N([Br:27])C(=O)C1>>[CH3:1][O:2][C:3](=[O:19])[CH:4]([C:6]1[N:7]=[C:8]([C:12]2[CH:13]=[CH:14][C:15]([Cl:18])=[CH:16][CH:17]=2)[S:9][C:10]=1[CH2:11][Br:27])[CH3:5]. Procedure details: A mixture of methyl-2-(5-methyl-2-(4-chlorophenyl)thiazol-4-yl)propionate (Compound No. 178) (0.5 g, 1.7 mmol), NBS (0.33 g 1.87 mmol), benzoyl perodide (cat.), were irradiated (UV) for 2 hours. The reaction mixture was cooled, filtered, and the filtrate concentrated under reduced pressure. The residue on trituration with hexane gave the product (0.45 g). Reactants: Br, COc1cccc(C2(C)CN(C)CC(C)(C)O2)c1, Cl, [NH4+], [OH-], O. Yields the product CN1CC(C)(C)OC(C)(c2cccc(O)c2)C1. As a reaction SMILES: [BrH:20].[CH3:2][O:3][c:4]1[cH:5][c:6]([C:10]2([CH3:19])[CH2:11][N:12]([CH3:18])[CH2:13][C:14]([CH3:16])([CH3:17])[O:15]2)[cH:7][cH:8][cH:9]1.[ClH:1].[NH4+:21].[OH-:22].[OH2:23]>>[OH:3][c:4]1[cH:5][c:6]([C:10]2([CH3:19])[CH2:11][N:12]([CH3:18])[CH2:13][C:14]([CH3:16])([CH3:17])[O:15]2)[cH:7][cH:8][cH:9]1. Reactants: BrC1=C(C=CC(=C1)C(F)(F)F)C (2-bromo-1-methyl-4-trifluoromethylbenzene), [Mn](=O)(=O)(=O)[O-].C(C)[N+](CC)(CC)CC (tetraethylammonium permanganate), N1=CC=CC=C1 (pyridine), BrC1=C(C(=O)O)C=CC(=C1)C(F)(F)F (2-Bromo-4-(trifluoromethyl)benzoic acid), Cl (HCl), OS(=O)[O-].[Na+] (NaHSO3). Run at temperature 70 celsius, time 30 hour. The product is BrC1=C(C=CC(=C1)C(F)(F)F)/C=C/C(=O)NC=1C=C2C=CNC2=CC1 ((2E)-3-[2-Bromo-4-(trifluoromethyl)phenyl]-N-indol-5-ylprop-2-enamide). RXN SMILES: [Br:1][C:2]1[CH:10]=[C:9]([C:11]([F:14])([F:13])[F:12])[CH:8]=[CH:7][C:3]=1[C:4](O)=O.Br[C:16]1[CH:21]=[C:20]([C:22](F)(F)F)[CH:19]=[CH:18][C:17]=1C.[Mn]([O-])(=O)(=O)=O.[CH2:32]([N+:34](CC)(CC)CC)[CH3:33].Cl.[OH:42]S([O-])=O.[Na+].[N:47]1[CH:52]=CC=CC=1>>[Br:1][C:2]1[CH:10]=[C:9]([C:11]([F:14])([F:13])[F:12])[CH:8]=[CH:7][C:3]=1/[CH:4]=[CH:33]/[C:32]([NH:34][C:16]1[CH:21]=[C:20]2[C:19](=[CH:18][CH:17]=1)[NH:47][CH:52]=[CH:22]2)=[O:42] |f:2.3,5.6|. Procedure: 2-Bromo-4-(trifluoromethyl)benzoic acid. To a solution of 2-bromo-1-methyl-4-trifluoromethylbenzene (7.6 g, 32 mmol, ABCR) in pyridine (75 mL) was added tetraethylammonium permanganate (24 g, 96 mmol, prepared according to the procedure of Sala, et al. J. Chem. Soc., Chem. Comm. 1978, 253). The reaction mixture was warmed to 70° C. and stirred at that temperature for 30 h. The reaction mixture was allowed to cool to 25° C. and poured into an ice bath containing cond HCl (150 mL) and NaHSO3 (150 ...